Dataset: the Open Reaction Database (ORD), a public repository of structured organic reaction records. Task: describe an organic reaction: reactants, conditions, products, and yield The product is CCOC(=O)C(c1ccccc1)C(CCCCNC(=O)OCc1ccccc1)OS(=O)(=O)c1ccc(C)cc1. The reactants are CCOC(=O)C(c1ccccc1)C(O)CCCCNC(=O)OCc1ccccc1, CN(C)c1ccccn1, Cc1ccc(S(=O)(=O)Cl)cc1, c1ccncc1. As a reaction SMILES: [CH2:1]([c:2]1[cH:3][cH:4][cH:5][cH:6][cH:7]1)[O:8][C:9](=[O:10])[NH:11][CH2:12][CH2:13][CH2:14][CH2:15][CH:16]([CH:17]([C:18](=[O:19])[O:20][CH2:21][CH3:22])[c:23]1[cH:24][cH:25][cH:26][cH:27][cH:28]1)[OH:29].[CH3:30][N:31]([c:32]1[cH:33][cH:34][cH:35][cH:36][n:37]1)[CH3:38].[c:39]1([CH3:49])[cH:40][cH:41][c:42]([S:45](=[O:46])(=[O:47])[Cl:48])[cH:43][cH:44]1.[cH:50]1[cH:51][cH:52][n:53][cH:54][cH:55]1>>[CH2:1]([c:2]1[cH:3][cH:4][cH:5][cH:6][cH:7]1)[O:8][C:9](=[O:10])[NH:11][CH2:12][CH2:13][CH2:14][CH2:15][CH:16]([CH:17]([C:18](=[O:19])[O:20][CH2:21][CH3:22])[c:23]1[cH:24][cH:25][cH:26][cH:27][cH:28]1)[O:29][S:45]([c:42]1[cH:41][cH:40][c:39]([CH3:49])[cH:44][cH:43]1)(=[O:46])=[O:47]. The reactants are CN(C)C(=O)c1cc2cnc(Nc3ccc(N4CCNCC4)cn3)nc2n1C1CCCC1, CC(=O)OC(C)=O, CC#N, ClCCl. The product is CC(=O)N1CCN(c2ccc(Nc3ncc4cc(C(=O)N(C)C)n(C5CCCC5)c4n3)nc2)CC1. Reaction SMILES: [CH3:1][N:2]([C:3](=[O:4])[c:5]1[cH:6][c:7]2[c:8]([n:9][c:10]([NH:13][c:14]3[n:15][cH:16][c:17]([N:20]4[CH2:21][CH2:22][NH:23][CH2:24][CH2:25]4)[cH:18][cH:19]3)[n:11][cH:12]2)[n:26]1[CH:27]1[CH2:28][CH2:29][CH2:30][CH2:31]1)[CH3:32].[CH3:33][C:34](=[O:35])[O:36][C:37](=[O:38])[CH3:39].[CH3:40][C:41]#[N:42].[Cl:43][CH2:44][Cl:45]>>[CH3:1][N:2]([C:3](=[O:4])[c:5]1[cH:6][c:7]2[c:8]([n:9][c:10]([NH:13][c:14]3[n:15][cH:16][c:17]([N:20]4[CH2:21][CH2:22][N:23]([C:34]([CH3:33])=[O:35])[CH2:24][CH2:25]4)[cH:18][cH:19]3)[n:11][cH:12]2)[n:26]1[CH:27]1[CH2:28][CH2:29][CH2:30][CH2:31]1)[CH3:32]. Reactants: C(C)(C)(C)OC(=O)N[C@@H](C(=O)O)CC1=CC=C(C=C1)C1=CC(=C(C=C1)F)Cl ((2R)-tert-Butoxycarbonylamino-3-(3′-chloro-4′-fluoro-biphenyl-4-yl)-propionic acid). Solvent: C1CCOC1 (THF), C1CCOC1 (THF). Reaction conditions: time 10 hour. Product: C(C)(C)(C)OC(N[C@H](CC1=CC=C(C=C1)C1=CC(=C(C=C1)F)Cl)CO)=O ((R)-[2-(3′-chloro-4′-fluoro-biphenyl-4-yl)-1-hydroxymethyl-ethyl]-carbamic acid tert-butyl ester). Yield: 83.1%. Reaction SMILES: [C:1]([O:5][C:6]([NH:8][C@H:9]([CH2:13][C:14]1[CH:19]=[CH:18][C:17]([C:20]2[CH:25]=[CH:24][C:23]([F:26])=[C:22]([Cl:27])[CH:21]=2)=[CH:16][CH:15]=1)[C:10](O)=[O:11])=[O:7])([CH3:4])([CH3:3])[CH3:2]>C1COCC1>[C:1]([O:5][C:6](=[O:7])[NH:8][C@@H:9]([CH2:10][OH:11])[CH2:13][C:14]1[CH:19]=[CH:18][C:17]([C:20]2[CH:25]=[CH:24][C:23]([F:26])=[C:22]([Cl:27])[CH:21]=2)=[CH:16][CH:15]=1)([CH3:2])([CH3:4])[CH3:3]. Procedure details: (2R)-tert-Butoxycarbonylamino-3-(3′-chloro-4′-fluoro-biphenyl-4-yl)-propionic acid (2.0 g, 5.07 mmol) was dissolved in 15 mL anhydrous THF and BH3:THF (11 mL, 11.0 mmol, 1M solution in THF) was added dropwise at 0° C. and stirred for 10 h at room temperature. Excess BH3:THF was quenched by adding methanol (˜1 mL) at 0° C. Solvent was removed under vacuum and residue was dissolved in EtOAc (20 mL) and washed with water, brine and dried over Na2SO4. Solvent was removed under vacuum and silica gel ...